From a dataset of the Open Reaction Database (ORD), a public repository of structured organic reaction records. describe an organic reaction: reactants, conditions, products, and yield Reactants: COC1=CC=C(CN(C2=NC=C(C=N2)C=2C3=C(N=C(N2)N2CCOCC2)NCC3)CC3=CC=C(C=C3)OC)C=C1 (bis-(4-methoxy-benzyl)-[5-(2-morpholin-4-yl-6,7-dihydro-5H-pyrrolo[2,3-d]pyrimidin-4-yl)-pyrimidin-2-yl]-amine), BrC=1C=C(C=CC1)CC(=O)N1CCN(CC1)CCO (2-(3-bromo-phenyl)-1-[4-(2-hydroxy-ethyl)-piperazin-1-yl]-ethanone). Yields the product COC1=CC=C(CN(C2=NC=C(C=N2)C=2C3=C(N=C(N2)N2CCOCC2)N(CC3)C=3C=C(C=CC3)CC(=O)N3CCN(CC3)CCO)CC3=CC=C(C=C3)OC)C=C1 (2-[3-(4-{2-[bis-(4-methoxy-benzyl)-amino]-pyrimidin-5-yl}-2-morpholin-4-yl-5,6-dihydro-pyrrolo[2,3-d]pyrimidin-7-yl)-phenyl]-1-[4-(2-hydroxy-ethyl)-piperazin-1-yl]-ethanone). RXN SMILES: [CH3:1][O:2][C:3]1[CH:40]=[CH:39][C:6]([CH2:7][N:8]([CH2:30][C:31]2[CH:36]=[CH:35][C:34]([O:37][CH3:38])=[CH:33][CH:32]=2)[C:9]2[N:14]=[CH:13][C:12]([C:15]3[C:16]4[CH2:29][CH2:28][NH:27][C:17]=4[N:18]=[C:19]([N:21]4[CH2:26][CH2:25][O:24][CH2:23][CH2:22]4)[N:20]=3)=[CH:11][N:10]=2)=[CH:5][CH:4]=1.Br[C:42]1[CH:43]=[C:44]([CH2:48][C:49]([N:51]2[CH2:56][CH2:55][N:54]([CH2:57][CH2:58][OH:59])[CH2:53][CH2:52]2)=[O:50])[CH:45]=[CH:46][CH:47]=1>>[CH3:38][O:37][C:34]1[CH:33]=[CH:32][C:31]([CH2:30][N:8]([CH2:7][C:6]2[CH:5]=[CH:4][C:3]([O:2][CH3:1])=[CH:40][CH:39]=2)[C:9]2[N:10]=[CH:11][C:12]([C:15]3[C:16]4[CH2:29][CH2:28][N:27]([C:42]5[CH:43]=[C:44]([CH2:48][C:49]([N:51]6[CH2:52][CH2:53][N:54]([CH2:57][CH2:58][OH:59])[CH2:55][CH2:56]6)=[O:50])[CH:45]=[CH:46][CH:47]=5)[C:17]=4[N:18]=[C:19]([N:21]4[CH2:26][CH2:25][O:24][CH2:23][CH2:22]4)[N:20]=3)=[CH:13][N:14]=2)=[CH:36][CH:35]=1. Procedure details: Using bis-(4-methoxy-benzyl)-[5-(2-morpholin-4-yl-6,7-dihydro-5H-pyrrolo[2,3-d]pyrimidin-4-yl)-pyrimidin-2-yl]-amine (200 mg) and 2-(3-bromo-phenyl)-1-[4-(2-hydroxy-ethyl)-piperazin-1-yl]-ethanone (143 mg) instead of 4-chloropicolinic acid t-butylamide, in the same manner as Example 1-D-07, a crude product of 2-[3-(4-{2-[bis-(4-methoxy-benzyl)-amino]-pyrimidin-5-yl}-2-morpholin-4-yl-5,6-dihydro-pyrrolo[2,3-d]pyrimidin-7-yl)-phenyl]-1-[4-(2-hydroxy-ethyl)-piperazin-1-yl]-ethanone was obtained, an...